This data is from the Open Reaction Database (ORD), a public repository of structured organic reaction records. The task is: describe an organic reaction: reactants, conditions, products, and yield Reactants: FC1=CC(=CC=2OC(COC21)COS(=O)(=O)C2=CC=C(C=C2)C)S(=O)(=O)C ([5-fluoro-7-(methylsulfonyl)-2,3-dihydro-1,4-benzodioxin-2-yl]methyl-4-methylbenzenesulfonate), ( 8 ), ( 13 ), COCCN (2-methoxyethanamine), ( 23 ). The solvent is C(C)#N (ACN). The product is FC1=CC(=CC=2OC(COC21)CNCCOC)S(=O)(=O)C (N-{[5-FLUORO-7-(METHYLSULFONYL)-2,3-DIHYDRO-1,4-BENZODIOXIN-2-YL]METHYL}-2-METHOXYETHANAMINE). RXN SMILES: [F:1][C:2]1[C:11]2[O:10][CH2:9][CH:8]([CH2:12]OS(C3C=CC(C)=CC=3)(=O)=O)[O:7][C:6]=2[CH:5]=[C:4]([S:24]([CH3:27])(=[O:26])=[O:25])[CH:3]=1.[CH3:28][O:29][CH2:30][CH2:31][NH2:32]>C(#N)C>[F:1][C:2]1[C:11]2[O:10][CH2:9][CH:8]([CH2:12][NH:32][CH2:31][CH2:30][O:29][CH3:28])[O:7][C:6]=2[CH:5]=[C:4]([S:24]([CH3:27])(=[O:25])=[O:26])[CH:3]=1. Procedure: Preparation according to Example 42 using [5-fluoro-7-(methylsulfonyl)-2,3-dihydro-1,4-benzodioxin-2-yl]methyl-4-methylbenzenesulfonate (0.005 g, 0.012 mmol), 2-methoxyethanamine (0.5 ml), ACN (2.5 ml). MS m/z (rel. intensity, 70 eV) 319 (M+, 1), 274 (23), 88 (bp), 70 (8), 56 (13). Reactants: CCCC(C=O)(CSCc1ccccc1)CSCc1ccccc1, C[Mg+], CCOCC, [Cl-], [I-], [NH4+]. Yields the product CCCC(CSCc1ccccc1)(CSCc1ccccc1)C(C)O. Reaction SMILES: [CH2:1]([c:2]1[cH:3][cH:4][cH:5][cH:6][cH:7]1)[S:8][CH2:9][C:10]([CH:11]=[O:12])([CH2:13][CH2:14][CH3:15])[CH2:16][S:17][CH2:18][c:19]1[cH:20][cH:21][cH:22][cH:23][cH:24]1.[CH3:26][Mg+:27].[CH3:30][CH2:31][O:32][CH2:33][CH3:34].[Cl-:28].[I-:25].[NH4+:29]>>[CH2:1]([c:2]1[cH:3][cH:4][cH:5][cH:6][cH:7]1)[S:8][CH2:9][C:10]([CH:11]([OH:12])[CH3:26])([CH2:13][CH2:14][CH3:15])[CH2:16][S:17][CH2:18][c:19]1[cH:20][cH:21][cH:22][cH:23][cH:24]1. Reactants: N=1N=C(N2C1C=CC=C2)C2=NC1=C(C=CC=C1C=C2)OCC2(CCN(CCC2)C(=O)OC(C)(C)C)OC (tert-Butyl 4-((2-([1,2,4]triazolo[4,3-a]pyridin-3-yl)quinolin-8-yloxy)methyl)-4-methoxyazepane-1-carboxylate), FC(C(=O)O)(F)F (trifluoroacetic acid). Run in C(Cl)Cl (DCM). Yields the product N=1N=C(N2C1C=CC=C2)C2=NC1=C(C=CC=C1C=C2)OCC2(CCNCCC2)OC (2-([1,2,4]triazolo[4,3-a]pyridin-3-yl)-8-((4-methoxyazepan-4-yl)methoxy)quinoline). Isolated yield 50.2%. Reaction SMILES: [N:1]1[N:2]=[C:3]([C:10]2[CH:19]=[CH:18][C:17]3[C:12](=[C:13]([O:20][CH2:21][C:22]4([O:36][CH3:37])[CH2:28][CH2:27][CH2:26][N:25](C(OC(C)(C)C)=O)[CH2:24][CH2:23]4)[CH:14]=[CH:15][CH:16]=3)[N:11]=2)[N:4]2[CH:9]=[CH:8][CH:7]=[CH:6][C:5]=12.FC(F)(F)C(O)=O>C(Cl)Cl>[N:1]1[N:2]=[C:3]([C:10]2[CH:19]=[CH:18][C:17]3[C:12](=[C:13]([O:20][CH2:21][C:22]4([O:36][CH3:37])[CH2:28][CH2:27][CH2:26][NH:25][CH2:24][CH2:23]4)[CH:14]=[CH:15][CH:16]=3)[N:11]=2)[N:4]2[CH:9]=[CH:8][CH:7]=[CH:6][C:5]=12. Reported procedure: tert-Butyl 4-((2-([1,2,4]triazolo[4,3-a]pyridin-3-yl)quinolin-8-yloxy)methyl)-4-methoxyazepane-1-carboxylate (0.040 g, 0.079 mmol) was added to a mixture of trifluoroacetic acid and DCM (1:1) for 30 minutes, and the reaction was concentrated. Ethyl acetate was added and the suspension was filtered through a Waters filter (to remove any errant silica gel), and the filtrate was concentrated. DCM was added followed by precipitation with HCl dissolved in diethyl ether, evaporated, co-evaporated in d... Starting materials: CN(C)C(=O)CN1CCNCC1, CCOc1cc(C(C)(C)C#N)c(Cl)cc1C1=NC(c2ccc(Cl)cc2)C(c2ccc(Cl)cc2)N1C(=O)Cl. Product: CCOc1cc(C(C)(C)C#N)c(Cl)cc1C1=NC(c2ccc(Cl)cc2)C(c2ccc(Cl)cc2)N1C(=O)N1CCN(CC(=O)N(C)C)CC1. RXN SMILES: [CH3:38][N:39]([C:40]([CH2:41][N:42]1[CH2:43][CH2:44][NH:45][CH2:46][CH2:47]1)=[O:48])[CH3:49].[Cl:1][c:2]1[c:3]([C:33]([CH3:34])([CH3:35])[C:36]#[N:37])[cH:4][c:5]([O:30][CH2:31][CH3:32])[c:6]([C:8]2=[N:12][CH:11]([c:13]3[cH:14][cH:15][c:16]([Cl:19])[cH:17][cH:18]3)[CH:10]([c:20]3[cH:21][cH:22][c:23]([Cl:26])[cH:24][cH:25]3)[N:9]2[C:27](=[O:28])[Cl:29])[cH:7]1>>[Cl:1][c:2]1[c:3]([C:33]([CH3:34])([CH3:35])[C:36]#[N:37])[cH:4][c:5]([O:30][CH2:31][CH3:32])[c:6]([C:8]2=[N:12][CH:11]([c:13]3[cH:14][cH:15][c:16]([Cl:19])[cH:17][cH:18]3)[CH:10]([c:20]3[cH:21][cH:22][c:23]([Cl:26])[cH:24][cH:25]3)[N:9]2[C:27](=[O:28])[N:45]2[CH2:44][CH2:43][N:42]([CH2:41][C:40]([N:39]([CH3:38])[CH3:49])=[O:48])[CH2:47][CH2:46]2)[cH:7]1.